From a dataset of the Open Reaction Database (ORD), a public repository of structured organic reaction records. describe an organic reaction: reactants, conditions, products, and yield The reactants are CCOC(=O)C (EtOAc), S(=O)(Cl)Cl (Thionyl chloride), C(C)N(C1=CC=CC=C1)CC (N,N-diethylaniline), CS(=O)(=O)C=1C=C(C=CC1)C(C)O (1-[3-(methylsulfonyl)phenyl]ethanol). Solvent: C1(=CC=CC=C1)C (toluene). Run at temperature 0 celsius, time 30 minute. Yields the product ClC(C)C1=CC(=CC=C1)S(=O)(=O)C (1-(1-Chloroethyl)-3-(methylsulfonyl)benzene). The yield is 30.1%. As a reaction SMILES: S(Cl)([Cl:3])=O.C(N(CC)C1C=CC=CC=1)C.[CH3:16][S:17]([C:20]1[CH:21]=[C:22]([CH:26](O)[CH3:27])[CH:23]=[CH:24][CH:25]=1)(=[O:19])=[O:18].CCOC(C)=O>C1(C)C=CC=CC=1>[Cl:3][CH:26]([C:22]1[CH:23]=[CH:24][CH:25]=[C:20]([S:17]([CH3:16])(=[O:19])=[O:18])[CH:21]=1)[CH3:27]. Reported procedure: Thionyl chloride (0.11 g, 0.91 mmol) was added to a solution of N,N-diethylaniline (0.19 g, 1.3 mmol) and 1-[3-(methylsulfonyl)phenyl]ethanol (0.26 g, 1.3 mmol) in toluene (4 mL) at 0° C. The reaction mixture was stirred at 0° C. for 30 minutes followed by addition of EtOAc. The organic phase was washed subsequently with 2M HCl (aq), water, saturated sodium bicarbonate, and brine, and then dried (MgSO4), filtered and concentrated in vacuo. The crude product was purified by flash column chromatog... The reactants are BrC=1C(=C(SC1C)C(=O)OC)SC(=O)N(C)C (Methyl 4-bromo-3-{[(dimethylamino)carbonyl]thio}-5-methyl-2-thiophenecarboxylate), Cl (HCl), ice water. Run in CO (methanol), [OH-].[Na+] (sodium hydroxide). Product: BrC=1C(=C(SC1C)C(=O)O)S (4-Bromo-3-mercapto-5-methyl-2-thiophenecarboxylic acid). The yield is 98.8%. RXN SMILES: [Br:1][C:2]1[C:3]([S:12]C(N(C)C)=O)=[C:4]([C:8]([O:10]C)=[O:9])[S:5][C:6]=1[CH3:7].Cl>CO.[OH-].[Na+]>[Br:1][C:2]1[C:3]([SH:12])=[C:4]([C:8]([OH:10])=[O:9])[S:5][C:6]=1[CH3:7] |f:3.4|. Reported procedure: Methyl 4-bromo-3-{[(dimethylamino)carbonyl]thio}-5-methyl-2-thiophenecarboxylate (1.5 g, 4 mmoles) is stirred in a mixture of methanol (3 mL) and 5N sodium hydroxide (10 mL) and heated under reflux. After 21/2 hours the mixture is cooled, stirred into ice water, and acidified with concentrated HCl. The precipitate is filtered off, rinsed with water and dried to afford the product (1.0 g); mp 177° C. (dec). The reactants are S(=O)(Cl)Cl (Thionyl chloride), OCCOC=1C=NC=CC1 (3-(2-hydroxyethoxy)pyridine). Solvent: ClC(Cl)Cl (trichloromethane). Conditions: temperature 5 celsius, time 1 hour. The product is Cl.ClCCOC=1C=NC=CC1 (3-(2-chloroethoxy)pyridine hydrochloride). The yield is 25.8%. As a reaction SMILES: S(Cl)([Cl:3])=O.O[CH2:6][CH2:7][O:8][C:9]1[CH:10]=[N:11][CH:12]=[CH:13][CH:14]=1>ClC(Cl)Cl>[ClH:3].[Cl:3][CH2:6][CH2:7][O:8][C:9]1[CH:10]=[N:11][CH:12]=[CH:13][CH:14]=1 |f:3.4|. Procedure details: Thionyl chloride (0.89 ml, 12 mmol) was added slowly to a solution of 3-(2-hydroxyethoxy)pyridine (1.13 g, 8 mmol) in trichloromethane (20 ml) at 5° C. The mixture was stirred at 5° C. for 1 hour and then at ambient temperature for 2 hours. The volatiles were removed by evaporation, the residue azeotroped with toluene and dried under vacuum to give 3-(2-chloroethoxy)pyridine hydrochloride (300 mg, 19%) as a solid. Reactants: O=C1CCCCCC1, CCI, CC(C)(C)[O-], [K+]. Product: CCC1(CC)CCCCCC1=O. RXN SMILES: [C:7]1(=[O:14])[CH2:8][CH2:9][CH2:10][CH2:11][CH2:12][CH2:13]1.[CH2:15]([CH3:16])[I:17].[CH3:1][C:2]([O-:3])([CH3:4])[CH3:5].[K+:6]>>[CH2:2]([CH3:5])[C:8]1([CH2:15][CH3:16])[C:7](=[O:14])[CH2:13][CH2:12][CH2:11][CH2:10][CH2:9]1. The reactants are COc1cc(NC(C)=O)c(Cl)cc1NC(=O)N1CCN(Cc2ccccc2)CC1, CCO, [K+], [OH-]. Product: COc1cc(N)c(Cl)cc1NC(=O)N1CCN(Cc2ccccc2)CC1. Reaction SMILES: [C:1](=[O:2])([CH3:3])[NH:4][c:5]1[cH:6][c:7]([O:28][CH3:29])[c:8]([NH:12][C:13](=[O:14])[N:15]2[CH2:16][CH2:17][N:18]([CH2:21][c:22]3[cH:23][cH:24][cH:25][cH:26][cH:27]3)[CH2:19][CH2:20]2)[cH:9][c:10]1[Cl:11].[CH3:32][CH2:33][OH:34].[K+:31].[OH-:30]>>[NH2:4][c:5]1[cH:6][c:7]([O:28][CH3:29])[c:8]([NH:12][C:13](=[O:14])[N:15]2[CH2:16][CH2:17][N:18]([CH2:21][c:22]3[cH:23][cH:24][cH:25][cH:26][cH:27]3)[CH2:19][CH2:20]2)[cH:9][c:10]1[Cl:11].